Dataset: the Open Reaction Database (ORD), a public repository of structured organic reaction records. Task: describe an organic reaction: reactants, conditions, products, and yield Reactants: BrN1C(CCC1=O)=O (1-Bromo-2,5-pyrrolidinedione), ClC=1C=C2C(=C(N(C2=CC1)CC(=O)O)C)C1=CC=NC2=CC(=CC=C12)Cl ([5-chloro-3-(7-chloroquinolin-4-yl)-2-methyl-1H-indol-1-yl]acetic acid), CS(=O)[O-].[Na+] (Sodium methanesulfinate). Run in CN(C)C=O (DMF). Run at time 10 minute. Yields the product ClC=1C=C2C(=C(N(C2=CC1)CC(=O)O)CS(=O)(=O)C)C1=CC=NC2=CC(=CC=C12)Cl (5-Chloro-3-(7-chloro-4-quinolinyl)-2-[(methylsulfonyl)methyl]-1H-indole-1-acetic acid). RXN SMILES: BrN1C(=O)CCC1=O.[Cl:9][C:10]1[CH:11]=[C:12]2[C:16](=[CH:17][CH:18]=1)[N:15]([CH2:19][C:20]([OH:22])=[O:21])[C:14]([CH3:23])=[C:13]2[C:24]1[C:33]2[C:28](=[CH:29][C:30]([Cl:34])=[CH:31][CH:32]=2)[N:27]=[CH:26][CH:25]=1.[CH3:35][S:36]([O-:38])=[O:37].[Na+]>CN(C=O)C>[Cl:9][C:10]1[CH:11]=[C:12]2[C:16](=[CH:17][CH:18]=1)[N:15]([CH2:19][C:20]([OH:22])=[O:21])[C:14]([CH2:23][S:36]([CH3:35])(=[O:38])=[O:37])=[C:13]2[C:24]1[C:33]2[C:28](=[CH:29][C:30]([Cl:34])=[CH:31][CH:32]=2)[N:27]=[CH:26][CH:25]=1 |f:2.3|. Procedure details: 1-Bromo-2,5-pyrrolidinedione (0.11 g) was added to a solution of the product from Example 27 step b) (0.2 g) in DMF (5 ml), and the solution stirred for 10 min. Sodium methanesulfinate (63 mg) was then added and the mixture stirred for a further 3 hours. The solvents were evaporated in vacuo and the residue purified by reverse phase HPLC. After evaporation in vacuo the oily residue was treated with ether to give a solid. Filtered off and dried to yield the title compound as a white solid (50 mg)... Reactants: C1CCOC1, COc1cc2ncnc(Sc3cccc(N)c3)c2cc1OC, CCOCC, CN(C)c1ccncc1, CC(C)(c1cc(NC(=O)Oc2ccc(Cl)cc2)no1)C(F)(F)F. Yields the product COc1cc2ncnc(Sc3cccc(NC(=O)Nc4cc(C(C)(C)C(F)(F)F)on4)c3)c2cc1OC. Reaction SMILES: [CH2:51]1[O:52][CH2:53][CH2:54][CH2:55]1.[CH3:1][O:2][c:3]1[cH:4][c:5]2[c:6]([S:15][c:16]3[cH:17][c:18]([NH2:19])[cH:20][cH:21][cH:22]3)[n:7][cH:8][n:9][c:10]2[cH:11][c:12]1[O:13][CH3:14].[CH3:46][CH2:47][O:48][CH2:49][CH3:50].[CH3:56][N:57]([CH3:58])[c:59]1[cH:60][cH:61][n:62][cH:63][cH:64]1.[F:23][C:24]([C:25]([CH3:26])([CH3:27])[c:28]1[cH:29][c:30]([NH:33][C:34]([O:35][c:37]2[cH:38][cH:39][c:40]([Cl:41])[cH:42][cH:43]2)=[O:36])[n:31][o:32]1)([F:44])[F:45]>>[CH3:1][O:2][c:3]1[cH:4][c:5]2[c:6]([S:15][c:16]3[cH:17][c:18]([NH:19][C:34]([NH:33][c:30]4[cH:29][c:28]([C:25]([C:24]([F:23])([F:44])[F:45])([CH3:26])[CH3:27])[o:32][n:31]4)=[O:35])[cH:20][cH:21][cH:22]3)[n:7][cH:8][n:9][c:10]2[cH:11][c:12]1[O:13][CH3:14]. Starting materials: ice water, Cl (hydrochloric acid), NC=1C=NC=NC1 (5-aminopyrimidine), FC1=CC=C(C#N)C=C1 (4-fluorobenzonitrile), CC(C)([O-])C.[K+] (potassium tert-butoxide). Run in CS(=O)C (dimethyl sulfoxide). Reaction conditions: time 30 minute. The product is C(#N)C1=CC=C(C=C1)NC=1C=NC=NC1 (5-[(4-cyanophenyl)amino]pyrimidine). Yield: 53.1%. RXN SMILES: CC(C)([O-])C.[K+].[NH2:7][C:8]1[CH:9]=[N:10][CH:11]=[N:12][CH:13]=1.F[C:15]1[CH:22]=[CH:21][C:18]([C:19]#[N:20])=[CH:17][CH:16]=1.Cl>CS(C)=O>[C:19]([C:18]1[CH:21]=[CH:22][C:15]([NH:7][C:8]2[CH:9]=[N:10][CH:11]=[N:12][CH:13]=2)=[CH:16][CH:17]=1)#[N:20] |f:0.1|. Procedure: To 20 ml of dimethyl sulfoxide was added 2.8 g of potassium tert-butoxide. After stirring at room temperature for 30 minutes, 1.9 g of 5-aminopyrimidine was added thereto, followed by stirring at room temperature for 30 minutes. To the solution was added 1.21 g of 4-fluorobenzonitrile, and the mixture was stirred at room temperature for 30 minutes and then at 50° C. for 30 minutes. The reaction mixture was poured into ice-water, neutralized with hydrochloric acid. The resulting crystals were col... Starting materials: C(=O)C1=C(C=C(S1)B(O)O)C (5-formyl-4-methylthiophen-2-ylboronic acid), BrC1=NC=C(C=C1)Cl (2-bromo-5-chloropyridine), C(=O)([O-])[O-].[Na+].[Na+] (Na2CO3), PdCl2dppf. The solvent is CN(C)C=O (DMF). Procedure: To a degassed solution of 5-formyl-4-methylthiophen-2-ylboronic acid (2.21 g, 13.0 mmol, commercially available), 2-bromo-5-chloropyridine (2.00 g, 10.4 mmol, commercially available) and 2 N Na2CO3 (10.4 mL, 20.8 mmol) in DMF (70.2 mL) was added PdCl2dppf (0.380 g, 0.520 mmol); the flask degassed and heated to 80° C. for 2.0 h. Upon cooling, the reaction mixture was diluted with water (100 mL) and extracted with EtOAc (3×75 ml). The combined organic layers were washed with brine, dried over anhy... RXN SMILES: [CH:1]([C:3]1[S:7][C:6](B(O)O)=[CH:5][C:4]=1[CH3:11])=[O:2].Br[C:13]1[CH:18]=[CH:17][C:16]([Cl:19])=[CH:15][N:14]=1.C([O-])([O-])=O.[Na+].[Na+]>CN(C=O)C>[Cl:19][C:16]1[CH:17]=[CH:18][C:13]([C:6]2[S:7][C:3]([CH:1]=[O:2])=[C:4]([CH3:11])[CH:5]=2)=[N:14][CH:15]=1 |f:2.3.4|. Run at temperature 80 celsius. The product is ClC=1C=CC(=NC1)C1=CC(=C(S1)C=O)C (5-(5-Chloropyridin-2-yl)-3-methylthiophene-2-carbaldehyde). The reactants are Ru(OAc)2, FC(\C(=C/C(=O)O)\C)(F)F (3-trifluoromethylcrotonic acid). Run in CO (methanol). Reaction conditions: temperature 25 celsius, time 63 hour. Yields the product FC(C(CC(=O)O)C)(F)F ((-)-3-trifluoromethylbutanoic acid). The yield is 85.4%. Reaction SMILES: [F:1][C:2]([F:10])([F:9])/[C:3](/[CH3:8])=[CH:4]\[C:5]([OH:7])=[O:6]>CO>[F:1][C:2]([F:10])([F:9])[CH:3]([CH3:8])[CH2:4][C:5]([OH:7])=[O:6]. Procedure: In an atmosphere of argon, 12 mg (14.1×10-3 mmol) of Ru(OAc)2 [(S)-(-)-OcH-binap] complex and 434.7 mg (2.82 mmol) of 3-trifluoromethylcrotonic acid were dissolved in 14 ml of methanol, and the resulting solution was put into a 100 ml capacity autoclave and stirred at 25° C. for 63 hours under a hydrogen pressure of 100 atm. The reaction solution was concentrated and then subjected to distillation to obtain 376 mg of (-)-3-trifluoromethylbutanoic acid with a yield of 85%.